Dataset: the Open Reaction Database (ORD), a public repository of structured organic reaction records. Task: describe an organic reaction: reactants, conditions, products, and yield Reported procedure: Prepared by treatment of (E)-3-(dimethylamino)-1-(1-ethyl-1H-pyrrolo[2,3-b]pyridin-3-yl)prop-2-en-1-one and 1-(3-hydroxyphenyl)guanidine hydrochloride. 1H-NMR (DMSO-d6) δ: 1.18 (t, 3H, J=7.2 Hz, CH3), 4.37 (q, 2H, J=7.2 Hz, CH2), 6.40 (m, 1H, Ph-H), 7.08 (t, 1H, J=7.6 Hz, Ph-H), 7.18 (m, 1H, Ar—H), 7.24 (d, 1H, J=5.6 Hz, Pyrimidin-H), 7.37 (s, 1H, Ph-H), 8.36 (m, 2H, Pyrimidin-H and Ar—H), 8.59 (s, 1H, Ar—H), 9.00 (d, 1H, J=8.0 Hz, Ph-H), 9.24 (s, 1H, Ar—H), 9.33 (s, 1H, NH). MS (ESI+) m/z 332.1... The product is C(C)N1C=C(C=2C1=NC=CC2)C2=NC(=NC=C2)NC=2C=C(C=CC2)O (3-(4-(1-Ethyl-1H-pyrrolo[2,3-b]pyridin-3-yl)pyrimidin-2-ylamino)phenol). Reactants: CN(/C=C/C(=O)C1=CN(C2=NC=CC=C21)CC)C ((E)-3-(dimethylamino)-1-(1-ethyl-1H-pyrrolo[2,3-b]pyridin-3-yl)prop-2-en-1-one), Cl.OC=1C=C(C=CC1)NC(=N)N (1-(3-hydroxyphenyl)guanidine hydrochloride). As a reaction SMILES: CN(C)/[CH:3]=[CH:4]/[C:5]([C:7]1[C:15]2[C:10](=[N:11][CH:12]=[CH:13][CH:14]=2)[N:9]([CH2:16][CH3:17])[CH:8]=1)=O.Cl.[OH:20][C:21]1[CH:22]=[C:23]([NH:27][C:28]([NH2:30])=[NH:29])[CH:24]=[CH:25][CH:26]=1>>[CH2:16]([N:9]1[C:10]2=[N:11][CH:12]=[CH:13][CH:14]=[C:15]2[C:7]([C:5]2[CH:4]=[CH:3][N:30]=[C:28]([NH:27][C:23]3[CH:22]=[C:21]([OH:20])[CH:26]=[CH:25][CH:24]=3)[N:29]=2)=[CH:8]1)[CH3:17] |f:1.2|. Starting materials: C(C)(C)(C)OC(=O)N1CCN(CC1)C1=CC=C(C=C1)C=1OCCN1 (N-tert-Butoxycarbonyl-4-[4-(4,5-dihydrooxazol-2-yl)phenyl]piperazine), FC(C(=O)O)(F)F (trifluoroacetic acid). The solvent is CO (methanol), C(C)N(CC)CC (triethylamine), C1(=CC=CC=C1)C (toluene). Run at time 1 hour. Product: O1C(=NCC1)C1=CC=C(C=C1)N1CCNCC1 (4-[4-(4,5-Dihydrooxazol-2-yl)phenyl]piperazine). As a reaction SMILES: C(OC([N:8]1[CH2:13][CH2:12][N:11]([C:14]2[CH:19]=[CH:18][C:17]([C:20]3[O:21][CH2:22][CH2:23][N:24]=3)=[CH:16][CH:15]=2)[CH2:10][CH2:9]1)=O)(C)(C)C.FC(F)(F)C(O)=O>C1(C)C=CC=CC=1.CO.C(N(CC)CC)C>[O:21]1[CH2:22][CH2:23][N:24]=[C:20]1[C:17]1[CH:18]=[CH:19][C:14]([N:11]2[CH2:12][CH2:13][NH:8][CH2:9][CH2:10]2)=[CH:15][CH:16]=1. Reported procedure: Compound 5A (826 mg; 2.49 mmol) in solution in toluene (20 ml) is treated, at room temperature, with trifluoroacetic acid (2.75 ml). After 1 h, the medium is evaporated to dryness and coevaporated 3 times with toluene. The product obtained is taken up in methanol (20 ml) and triethylamine (8 ml), stirred for 15 min at room temperature and finally evaporated to dryness. The solid obtained is purified by chromatography on a silica gel column eluted with a dichloro-methane/methanol/ammonium hydroxi... Starting materials: O=[N+]([O-])c1cccc(CO)c1, CC(C)(C)OC(=O)N=NC(=O)OC(C)(C)C, C1CCOC1, c1ccc(P(c2ccccc2)c2ccccc2)cc1. The product is CC(C)(C)OC(=O)NN(Cc1cccc([N+](=O)[O-])c1)C(=O)OC(C)(C)C. As a reaction SMILES: [N+:36](=[O:37])([O-:38])[c:39]1[cH:40][c:41]([CH2:42][OH:43])[cH:44][cH:45][cH:46]1.[N:20](=[N:21][C:22](=[O:23])[O:24][C:25]([CH3:26])([CH3:27])[CH3:28])[C:29](=[O:30])[O:31][C:32]([CH3:33])([CH3:34])[CH3:35].[O:47]1[CH2:48][CH2:49][CH2:50][CH2:51]1.[c:1]1([P:2]([c:3]2[cH:4][cH:5][cH:6][cH:7][cH:8]2)[c:9]2[cH:10][cH:11][cH:12][cH:13][cH:14]2)[cH:15][cH:16][cH:17][cH:18][cH:19]1>>[N:20]([NH:21][C:22](=[O:23])[O:24][C:25]([CH3:26])([CH3:27])[CH3:28])([C:29](=[O:30])[O:31][C:32]([CH3:33])([CH3:34])[CH3:35])[CH2:42][c:41]1[cH:40][c:39]([N+:36](=[O:37])[O-:38])[cH:46][cH:45][cH:44]1. Starting materials: CNC([C@@H](NC(=O)OC(C)(C)C)CC1=CC=C(C=C1)OCC1=CC=CC=C1)=O (N-Boc-O-benzyl tyrosine methylamide), C(=O)(C(F)(F)F)O (TFA). Run in C(Cl)Cl (CH2Cl2). The product is CNC([C@@H](N)CC1=CC=C(C=C1)OCC1=CC=CC=C1)=O (O-Benzyl-L-tyrosine N-methylamide). Isolated yield 85.4%. Reaction SMILES: [CH3:1][NH:2][C:3](=[O:28])[C@H:4]([CH2:13][C:14]1[CH:19]=[CH:18][C:17]([O:20][CH2:21][C:22]2[CH:27]=[CH:26][CH:25]=[CH:24][CH:23]=2)=[CH:16][CH:15]=1)[NH:5]C(OC(C)(C)C)=O.C(O)(C(F)(F)F)=O>C(Cl)Cl>[CH3:1][NH:2][C:3](=[O:28])[C@H:4]([CH2:13][C:14]1[CH:19]=[CH:18][C:17]([O:20][CH2:21][C:22]2[CH:23]=[CH:24][CH:25]=[CH:26][CH:27]=2)=[CH:16][CH:15]=1)[NH2:5]. Procedure: N-Boc-O-benzyl tyrosine methylamide (5.29 g, 13.8 mmol) was taken up in CH2Cl2 (100 ml). To the solution at 0° C. TFA (10 ml) was added dropwise and the solution allowed to warm to ambient temperature. After 4 hours the solvent and TFA were removed under vacuum. Any remaining TFA was quenched with saturated NaHCO3 solution (100 ml). The reaction mixture was extracted using CH2Cl2 (100 ml) and washed with saturated NaHCO3 solution (100 ml) and brine (100 ml). The CH2Cl2 layer was dried over Na2SO... Reactants: Cl.NC12CC3(CC(CC(C1)C3)C2)C2=CC=CC=C2 (1-Amino-3-phenyl Adamantane Hydrochloride), hydrate, [H][H] (hydrogen). Reagents/catalysts: [Pt]=O (platinum oxide). Run in C(C)(=O)O (acetic acid). Product: NC12CC3(CC(CC(C1)C3)C2)C2CCCCC2 (1-Amino-3-cyclohexyl Adamantane). The yield is 70.0%. As a reaction SMILES: Cl.[NH2:2][C:3]12[CH2:12][CH:7]3[CH2:8][CH:9]([CH2:11][C:5]([C:13]4[CH:18]=[CH:17][CH:16]=[CH:15][CH:14]=4)([CH2:6]3)[CH2:4]1)[CH2:10]2.[H][H]>C(O)(=O)C.[Pt]=O>[NH2:2][C:3]12[CH2:12][CH:7]3[CH2:8][CH:9]([CH2:11][C:5]([CH:13]4[CH2:18][CH2:17][CH2:16][CH2:15][CH2:14]4)([CH2:6]3)[CH2:4]1)[CH2:10]2 |f:0.1|. Procedure details: Dissolve 0.011 mol of 1-amino-3-phenyl adamantane (V) in 150 ml glacial acetic acid, mix with 0.3 g of platinum oxide (1% on activated carbon) and hydrate in a Parr apparatus at 35° C. at a hydrogen pressure of 3 bar. Subsequently, remove the catalyst by filtration and evaporate the filtrate to dryness. Take up the residue in methanol and precipitate the product with ether. Suck off and dry. (Yield: 70%).